This data is from the Open Reaction Database (ORD), a public repository of structured organic reaction records. The task is: describe an organic reaction: reactants, conditions, products, and yield The reactants are CC(=O)[C@H]1CC[C@@H]2[C@@]1(CC[C@H]3[C@H]2CCC4=CC(=O)CC[C@]34CO)C (19-hydroxyprogesterone), C(C)(=O)OC(C)=O (acetic anhydride), CO (methanol). Reagents/catalysts: CN(C1=CC=NC=C1)C (4-dimethylaminopyridine). The solvent is N1=CC=CC=C1 (pyridine). Run at time 18 hour. The product is C(C)(=O)OC[C@]12CCC(C=C1CC[C@H]1[C@@H]3CC[C@H](C(C)=O)[C@]3(CC[C@H]21)C)=O (19-acetoxypregn-4-ene-3,20-dione). Reaction SMILES: [CH3:1][C:2]([C@@H:4]1[C@@:8]2([CH3:24])[CH2:9][CH2:10][C@@H:11]3[C@:21]4([CH2:22][OH:23])[C:15](=[CH:16][C:17]([CH2:19][CH2:20]4)=[O:18])[CH2:14][CH2:13][C@H:12]3[C@@H:7]2[CH2:6][CH2:5]1)=[O:3].[C:25](OC(=O)C)(=[O:27])[CH3:26].CO>CN(C)C1C=CN=CC=1.N1C=CC=CC=1>[C:25]([O:23][CH2:22][C@@:21]12[C@@H:11]3[C@H:12]([C@H:7]4[C@:8]([CH3:24])([CH2:9][CH2:10]3)[C@@H:4]([C:2](=[O:3])[CH3:1])[CH2:5][CH2:6]4)[CH2:13][CH2:14][C:15]1=[CH:16][C:17](=[O:18])[CH2:19][CH2:20]2)(=[O:27])[CH3:26]. Procedure details: A solution of 3.5 g of 19-hydroxyprogesterone and 0.25 g of 4-dimethylaminopyridine in 8 ml of pyridine is treated with 4 ml of acetic anhydride and stirred for 18 hours at room temperature. The solution is chilled to 0° C. and treated with 4 ml of methanol to consume excess acetic anhydride. After stirring for 15 minutes, the solution is concentrated to a small volume at reduced pressure and the residue is taken up in ether. The ether solution is washed three times with dilute hydrochloric acid... The reactants are COc1cccc([N+](=O)[O-])c1O, CO, [Cl-], [Na+], [Na+], [Na+], O, O=S([O-])S(=O)[O-]. The product is COc1cccc(N)c1O. RXN SMILES: [CH3:1][O:2][c:3]1[c:4]([OH:12])[c:5]([N+:9]([O-:10])=[O:11])[cH:6][cH:7][cH:8]1.[CH3:24][OH:25].[Cl-:22].[Na+:19].[Na+:20].[Na+:21].[OH2:23].[S:13]([S:14]([O-:15])=[O:16])([O-:17])=[O:18]>>[CH3:1][O:2][c:3]1[c:4]([OH:12])[c:5]([NH2:9])[cH:6][cH:7][cH:8]1. Reactants: [Li]CCCC, CCOCC, [Cl-], [Cl-], COC(=O)c1ccc(I)cc1, C1CCOC1, [Zn+2], c1cocn1. Yields the product COC(=O)c1ccc(-c2ncco2)cc1. Reaction SMILES: [CH2:6]([Li:7])[CH2:8][CH2:9][CH3:10].[CH3:27][CH2:28][O:29][CH2:30][CH3:31].[Cl-:32].[Cl-:34].[I:11][c:12]1[cH:13][cH:14][c:15]([C:16](=[O:17])[O:18][CH3:19])[cH:20][cH:21]1.[O:22]1[CH2:23][CH2:24][CH2:25][CH2:26]1.[Zn+2:33].[o:1]1[cH:2][n:3][cH:4][cH:5]1>>[o:1]1[c:2](-[c:12]2[cH:13][cH:14][c:15]([C:16](=[O:17])[O:18][CH3:19])[cH:20][cH:21]2)[n:3][cH:4][cH:5]1. Reactants: COC=1C=C2C=CN=C(C2=CC1)O (6-Methoxyisoquinoline-1-ol), IC1=CC=C(C=C1)OC (4-iodoanisole), N1[C@H](C(=O)O)CCC1 (L-proline), C([O-])([O-])=O.[K+].[K+] (potassium carbonate). Reagents/catalysts: [Cu]I (copper (1) iodide). The solvent is CS(=O)C (methyl sulfoxide), O (water). Run at temperature 130 celsius. The product is COC=1C=C2C=CN(C(C2=CC1)=O)C1=CC=C(C=C1)OC (6-methoxy-2-(4-methoxyphenyl)isoquinolin-1(2H)-one). Yield: 90.3%. As a reaction SMILES: [CH3:1][O:2][C:3]1[CH:4]=[C:5]2[C:10](=[CH:11][CH:12]=1)[C:9]([OH:13])=[N:8][CH:7]=[CH:6]2.I[C:15]1[CH:20]=[CH:19][C:18]([O:21][CH3:22])=[CH:17][CH:16]=1.N1CCC[C@H]1C(O)=O.C(=O)([O-])[O-].[K+].[K+]>[Cu]I.O.CS(C)=O>[CH3:1][O:2][C:3]1[CH:4]=[C:5]2[C:10](=[CH:11][CH:12]=1)[C:9](=[O:13])[N:8]([C:15]1[CH:20]=[CH:19][C:18]([O:21][CH3:22])=[CH:17][CH:16]=1)[CH:7]=[CH:6]2 |f:3.4.5|. Procedure details: 6-Methoxyisoquinoline-1-ol (2.00 g, 11.42 mmol), 4-iodoanisole (4.01 g, 17.13 mmol), copper (1) iodide (0.44 g, 2.28 mmol). L-proline (0.53 g, 4.57 mmol) and anhydrous potassium carbonate (3.16 g, 22.84 mmol) were placed in a dry 250 mL three-necked round-bottomed flask fitted with a stirring bar and reflux condenser. The reaction flask was vacuumed and refilled with dry argon. 50 mL of anhydrous methyl sulfoxide was added via syringe. The reaction mixture was stirred and heated to 130° C. for 2... The reactants are C1(=CC=CC=C1)B(O)O (benzene boronic acid), BrC=1C=C2C(=CNC2=CC1)CCNC(=O)C1=NOC(=C1)CC1=C(C=CC(=C1)F)F (N-(2-(5-bromo-1H-indol-3-yl)ethyl)-5-(2,5-difluorobenzyl)isoxazole-3-carboxamide), C([O-])([O-])=O.[Na+].[Na+] (sodium carbonate). The reagents and catalysts are C=1C=CC(=CC1)[P](C=2C=CC=CC2)(C=3C=CC=CC3)[Pd]([P](C=4C=CC=CC4)(C=5C=CC=CC5)C=6C=CC=CC6)([P](C=7C=CC=CC7)(C=8C=CC=CC8)C=9C=CC=CC9)[P](C=1C=CC=CC1)(C=1C=CC=CC1)C=1C=CC=CC1 (tetrakis(triphenylphosphine)palladium(0)). Procedure details: A mixture of benzene boronic acid (0.023 g; 0.191 mmol), N-(2-(5-bromo-1H-indol-3-yl)ethyl)-5-(2,5-difluorobenzyl)isoxazole-3-carboxamide (0.080 g; 0.174 mmol), tetrakis(triphenylphosphine)palladium(0) (0.020; 0.017 mmol) and sodium carbonate (0.037 g; 0.347 mmol) in DME (3 mL) and water (1 mL) was irradiated in the microwave oven at 130° C. for 20 minutes, the resulting solution was partitioned between water and EA, the organic layer was concentrated under reduced pressure. The crude mixture wa... As a reaction SMILES: [C:1]1(B(O)O)[CH:6]=[CH:5][CH:4]=[CH:3][CH:2]=1.Br[C:11]1[CH:12]=[C:13]2[C:17](=[CH:18][CH:19]=1)[NH:16][CH:15]=[C:14]2[CH2:20][CH2:21][NH:22][C:23]([C:25]1[CH:29]=[C:28]([CH2:30][C:31]2[CH:36]=[C:35]([F:37])[CH:34]=[CH:33][C:32]=2[F:38])[O:27][N:26]=1)=[O:24].C(=O)([O-])[O-].[Na+].[Na+]>COCCOC.O.C1C=CC([P]([Pd]([P](C2C=CC=CC=2)(C2C=CC=CC=2)C2C=CC=CC=2)([P](C2C=CC=CC=2)(C2C=CC=CC=2)C2C=CC=CC=2)[P](C2C=CC=CC=2)(C2C=CC=CC=2)C2C=CC=CC=2)(C2C=CC=CC=2)C2C=CC=CC=2)=CC=1>[F:38][C:32]1[CH:33]=[CH:34][C:35]([F:37])=[CH:36][C:31]=1[CH2:30][C:28]1[O:27][N:26]=[C:25]([C:23]([NH:22][CH2:21][CH2:20][C:14]2[C:13]3[C:17](=[CH:18][CH:19]=[C:11]([C:1]4[CH:6]=[CH:5][CH:4]=[CH:3][CH:2]=4)[CH:12]=3)[NH:16][CH:15]=2)=[O:24])[CH:29]=1 |f:2.3.4,^1:55,57,76,95|. Isolated yield 6.0%. Solvent: COCCOC (DME), O (water). Product: FC1=C(CC2=CC(=NO2)C(=O)NCCC2=CNC3=CC=C(C=C23)C2=CC=CC=C2)C=C(C=C1)F (5-(2,5-difluorobenzyl)-N-(2-(5-phenyl-1H-indol-3-yl)ethyl)isoxazole-3-carboxamide). Run in O (water). Conditions: time 2 hour. RXN SMILES: Br[CH2:2][C:3]1[CH:4]=[CH:5][C:6]2[O:15][C:10]3=[N:11][CH:12]=[CH:13][CH:14]=[C:9]3[C:8](=[O:16])[C:7]=2[CH:17]=1.[CH3:18][N:19](C)C=O.[C-]#N.[Na+]>O>[C:18]([CH2:2][C:3]1[CH:4]=[CH:5][C:6]2[O:15][C:10]3=[N:11][CH:12]=[CH:13][CH:14]=[C:9]3[C:8](=[O:16])[C:7]=2[CH:17]=1)#[N:19] |f:2.3|. Reactants: BrCC=1C=CC2=C(C(C=3C(=NC=CC3)O2)=O)C1 (7-bromomethyl-5-oxo-5H-[1]benzopyrano-[2,3-b]pyridine), CN(C=O)C (dimethylformamide), [C-]#N.[Na+] (sodium cyanide). Yields the product C(#N)CC=1C=CC2=C(C(C=3C(=NC=CC3)O2)=O)C1 (7-cyanomethyl-5-oxo-5H-[1]-benzopyrano[2,3-b]pyridine). Reported procedure: To a mixture of 25 g of 7-bromomethyl-5-oxo-5H-[1]benzopyrano-[2,3-b]pyridine and 175 ml of dimethylformamide is added 5.1 g of sodium cyanide under ice cooling. The mixture is stirred at room temperature for 2 hours, and then 300 ml of water is added to the reaction mixture. The resulting crystalline precipitate is filtered off, washed with water, and recrystallized from dioxane to give 17 g of 7-cyanomethyl-5-oxo-5H-[1]-benzopyrano[2,3-b]pyridine melting at 198°-201°C. The reactants are FC(C(=O)OC(C(F)(F)F)=O)(F)F (Trifluoroacetic anhydride), OO (hydrogen peroxide), BrCCCCCCCCCC=C (1-bromoundec-10-ene), FC(C(=O)[O-])(F)F.C(C)[NH+](CC)CC (triethylammonium trifluoroacetate). Solvent: ClCCl (dichloromethane), ClCCl (dichloromethane). Conditions: time 1 hour. Yields the product BrCCCCCCCCCC(CO)O (1-bromo-10,11-dihydroxyundecane). RXN SMILES: FC(F)(F)C(O[C:6](=[O:11])[C:7](F)(F)F)=O.OO.[Br:16][CH2:17][CH2:18][CH2:19][CH2:20][CH2:21][CH2:22][CH2:23][CH2:24][CH2:25]C=C.FC(F)(F)C([O-])=[O:31].C([NH+](CC)CC)C>ClCCl>[Br:16][CH2:17][CH2:18][CH2:19][CH2:20][CH2:21][CH2:22][CH2:23][CH2:24][CH2:25][CH:6]([OH:11])[CH2:7][OH:31] |f:3.4|. Reported procedure: Trifluoroacetic anhydride (27.52 g, 0.139 moles) and hydrogen peroxide 30% (11.83 g, 0.348 moles) in dichloromethane (120 mls), were added to a stirred solution of 1-bromoundec-10-ene (24.50 g, 0.105 moles) and triethylammonium trifluoroacetate (11.38 g, 0.053 moles) in dichloromethane (125 mls). Stirring was continued for one hour after the addition was complete, after which time the solvent was evaporated. The residue was taken up into ether and washed with water and 2M sodium carbonate. The o...